Dataset: the Open Reaction Database (ORD), a public repository of structured organic reaction records. Task: describe an organic reaction: reactants, conditions, products, and yield The reactants are C[C@@H]1CNC=2N1C1=C(C=NC3=CC=CC=C13)N2 ((10R)-10-methyl-9,10-dihydro-8H-imidazo[1′,2′:1,2]imidazo[4,5-c]quinoline), C[C@@H]1CNC=2N1C1=C(C=NC3=CC=CC=C13)N2 ((10R)-10-methyl-9,10-dihydro-8H-imidazo[1′,2′:1,2]imidazo[4,5-c]quinoline), Cl.Cl.NC[C@@H](C)N ((R)-(−)-1,2-diaminopropane dihydrochloride), Cl.Cl.NC[C@H](C)N ((S)-(−)-1,2-diaminopropane dihydrochloride). The product is C[C@@H]1CNC=2N1C1=C(C(=NC3=CC=CC=C13)N)N2 ((10R)-10-Methyl-9,10-dihydro-8H-imidazo[1′,2′:1,2]imidazo[4,5-c]quinolin-6-amine). RXN SMILES: [CH3:1][C@H:2]1[N:6]2[C:7]3[C:16]4[C:11](=[CH:12][CH:13]=[CH:14][CH:15]=4)[N:10]=[CH:9][C:8]=3[N:17]=[C:5]2[NH:4][CH2:3]1.Cl.Cl.[NH2:20]C[C@H](N)C.Cl.Cl.NC[C@@H](N)C>>[CH3:1][C@H:2]1[N:6]2[C:7]3[C:16]4[C:11](=[CH:12][CH:13]=[CH:14][CH:15]=4)[N:10]=[C:9]([NH2:20])[C:8]=3[N:17]=[C:5]2[NH:4][CH2:3]1 |f:1.2.3,4.5.6|. Procedure: The methods described in Parts A through C of Example 23 were used to prepare (10R)-10-methyl-9,10-dihydro-8H-imidazo[1′,2′:1,2]imidazo[4,5-c]quinoline with (R)-(−)-1,2-diaminopropane dihydrochloride used in lieu of (S)-(−)-1,2-diaminopropane dihydrochloride in Part A. The methods described in Parts A through D of Example 27 were used to convert (10R)-10-methyl-9,10-dihydro-8H-imidazo[1′,2′:1,2]imidazo[4,5-c]quinoline to the title compound, which was obtained as a white solid, m.p. 272-274° C. The reactants are N1=CC(=CC=C1)OC1=CC=C(C=N1)N (6-(pyridine-3-yloxy)pyridine-3-amine), N1C=C(C2=CC=CC=C12)C(=O)O (indole-3-carboxylic acid), C1CCC(CC1)N=C=NC2CCCCC2 (DCC). The solvent is CN(C)C=O (DMF). Reaction conditions: temperature 60 celsius, time 8 hour. Yields the product N1=CC(=CC=C1)OC1=CC=C(C=N1)NC(=O)C1=CNC2=CC=CC=C12 (1H-indole-3-carboxylic acid[6-(pyridine-3-yloxy)-pyridine-3-yl]-amide). Yield: 61.0%. As a reaction SMILES: [N:1]1[CH:6]=[CH:5][CH:4]=[C:3]([O:7][C:8]2[N:13]=[CH:12][C:11]([NH2:14])=[CH:10][CH:9]=2)[CH:2]=1.[NH:15]1[C:23]2[C:18](=[CH:19][CH:20]=[CH:21][CH:22]=2)[C:17]([C:24](O)=[O:25])=[CH:16]1.C1CCC(N=C=NC2CCCCC2)CC1>CN(C=O)C>[N:1]1[CH:6]=[CH:5][CH:4]=[C:3]([O:7][C:8]2[N:13]=[CH:12][C:11]([NH:14][C:24]([C:17]3[C:18]4[C:23](=[CH:22][CH:21]=[CH:20][CH:19]=4)[NH:15][CH:16]=3)=[O:25])=[CH:10][CH:9]=2)[CH:2]=1. Procedure: The 6-(pyridine-3-yloxy)pyridine-3-amine (200 mg, 1.24 mmol) and indole-3-carboxylic acid (200 mg, 1.24 mmol) were dissolved in DMF (5 ml), DCC (280 mg, 1.37 mmol) was added to the solution, and then the mixture was stirred at 60° C. for 8 hours. After the reaction was completed, the product was washed and filtered to yield a target compound as a white solid (250 mg, 61%) by chromatography (methanol:dichloromethane=1:30). Reactants: OC1CCC(CC1)C(=O)OCC (ethyl 4-hydroxycyclohexanecarboxylate), C(C)(C)(C)[Si](C1=CC=CC=C1)(C1=CC=CC=C1)Cl (tert-butyl(chloro)diphenylsilane), N1C=NC=C1 (imidazole). Run in CN(C)C=O (DMF). Yields the product [Si](C1=CC=CC=C1)(C1=CC=CC=C1)(C(C)(C)C)OC1CCC(CC1)C(=O)OCC (ethyl 4-{[tert-butyl(diphenyl)silyl]oxy}cyclohexanecarboxylate). RXN SMILES: [OH:1][CH:2]1[CH2:7][CH2:6][CH:5]([C:8]([O:10][CH2:11][CH3:12])=[O:9])[CH2:4][CH2:3]1.[C:13]([Si:17](Cl)([C:24]1[CH:29]=[CH:28][CH:27]=[CH:26][CH:25]=1)[C:18]1[CH:23]=[CH:22][CH:21]=[CH:20][CH:19]=1)([CH3:16])([CH3:15])[CH3:14].N1C=CN=C1>CN(C=O)C>[Si:17]([O:1][CH:2]1[CH2:3][CH2:4][CH:5]([C:8]([O:10][CH2:11][CH3:12])=[O:9])[CH2:6][CH2:7]1)([C:13]([CH3:16])([CH3:15])[CH3:14])([C:24]1[CH:25]=[CH:26][CH:27]=[CH:28][CH:29]=1)[C:18]1[CH:23]=[CH:22][CH:21]=[CH:20][CH:19]=1. Procedure: A solution of ethyl 4-hydroxycyclohexanecarboxylate (5 g), tert-butyl(chloro)diphenylsilane (8.30 mL) and imidazole (2.17 g) in DMF (50 mL) was stirred at room temperature overnight. The reaction mixture was extracted with ethyl acetate and water. The obtained organic layer was washed with saturated brine, dried over anhydrous magnesium sulfate and concentrated under reduced pressure. The obtained residue was purified by silica gel chromatography (hexane/ethyl acetate) to give the title compound... Yields the product O=C1C(Nc2ccccc2)=CC(=O)c2ncccc21. The reactants are COC1=CC(=O)c2ncccc2C1=O, CCO, [Ce+3], [Cl-], [Cl-], [Cl-], Nc1ccccc1. Reaction SMILES: [CH3:1][O:2][C:3]1=[CH:12][C:11](=[O:13])[c:10]2[c:5]([cH:6][cH:7][cH:8][n:9]2)[C:4]1=[O:14].[CH3:26][CH2:27][OH:28].[Ce+3:16].[Cl-:15].[Cl-:17].[Cl-:18].[NH2:19][c:20]1[cH:21][cH:22][cH:23][cH:24][cH:25]1>>[C:3]1([NH:19][c:20]2[cH:21][cH:22][cH:23][cH:24][cH:25]2)=[CH:12][C:11](=[O:13])[c:10]2[c:5]([cH:6][cH:7][cH:8][n:9]2)[C:4]1=[O:14]. The reactants are C(CCC)[Li] (n-butyllithium), O.[OH-].[Li+] (Lithium hydroxide monohydrate), C(CCC)[Li] (n-butyllithium), C(C)(C)NC(C)C (Diisopropylamine), C1(=CC=C(C=C1)C[C@@H]1CCC(N1CC1=CC=C(C=C1)OC)=O)C1=CC=CC=C1 ((S)-5-biphenyl-4-ylmethyl-1-(4-methoxy-benzyl)-pyrrolidin-2-one), C(C1=CC=CC=C1)(=O)Cl (benzoyl chloride), P(O)(O)(O)=O (phosphoric acid), C=O (Formaldehyde), C(=O)([O-])[O-].[K+].[K+] (K2CO3). Reagents/catalysts: [Br-].C(CCC)[N+](CCCC)(CCCC)CCCC (tetrabutylammonium bromide). Solvent: O1CCCC1 (tetrahydrofuran), O1CCCC1 (tetrahydrofuran), [Cl-].[NH4+] (ammonium chloride), [Cl-].[Na+].O (brine), [Cl-].[Na+].O (brine), C1(=CC=CC=C1)C (toluene). Run at temperature -10 celsius, time 30 minute. Yields the product C1(=CC=C(C=C1)C[C@H](CC(C(=O)O)=C)NC(=O)OC(C)(C)C)C1=CC=CC=C1 ((R)-5-Biphenyl-4-yl-4-tert-butoxycarbonylamino-2-methylenepentanoic acid). Reaction SMILES: C([Li])C[CH2:3][CH3:4].[CH:6]([NH:9][CH:10]([CH3:12])[CH3:11])(C)C.[C:13]1([C:35]2[CH:40]=[CH:39][CH:38]=[CH:37][CH:36]=2)[CH:18]=[CH:17][C:16](C[C@H]2N(CC3C=CC(OC)=CC=3)C(=O)CC2)=[CH:15][CH:14]=1.[C:41](Cl)(=O)[C:42]1[CH:47]=CC=C[CH:43]=1.C=O.[C:52]([O-:55])([O-])=[O:53].[K+].[K+].[OH2:58].[OH-:59].[Li+].P(=O)(O)(O)O>O1CCCC1.[Cl-].[NH4+].[Cl-].[Na+].O.[Br-].C([N+](CCCC)(CCCC)CCCC)CCC.C1(C)C=CC=CC=1>[C:35]1([C:13]2[CH:14]=[CH:15][CH:16]=[CH:17][CH:18]=2)[CH:36]=[CH:37][C:38]([CH2:11][C@@H:10]([NH:9][C:6]([O:59][C:42]([CH3:41])([CH3:43])[CH3:47])=[O:58])[CH2:12][C:3](=[CH2:4])[C:52]([OH:55])=[O:53])=[CH:39][CH:40]=1 |f:5.6.7,8.9.10,13.14,15.16.17,18.19|. Procedure details: Under N2, n-butyllithium (56 mL, 2.5 M in hexane, 0.14 mol) is added to the mixture of Diisopropylamine (14.2 g, 0.15 mol) in 300 mL dry tetrahydrofuran at −10° C., the resulting mixture is then stirred for 30 min at −10° C. a mixture of (S)-2-Biphenyl-4-ylmethyl-5-oxo-pyrrolidine-1-carboxylic acid tert-butyl ester (3a, R1=t-butoxycarbonyl) (35.1 g, 0.1 mol) in 50 mL dry tetrahydrofuran is added to the reaction mixture at −10° C., after about 30 min, n-butyllithium (40 mL, 2.5 M in hexane, 0.1 m...